From a dataset of the Open Reaction Database (ORD), a public repository of structured organic reaction records. describe an organic reaction: reactants, conditions, products, and yield The reactants are COc1cc(C(=O)N2CCC(CCS(C)(=O)=O)(c3ccc(Cl)c(Cl)c3)C2)cc(OC)c1OC, CCN(C(C)C)C(C)C, Clc1ccccc1, O=C(c1nc2ccccc2n1Cc1ccc(F)cc1)C1CCNCC1. As a reaction SMILES: [CH3:1][O:2][c:3]1[cH:4][c:5]([C:6](=[O:7])[N:8]2[CH2:9][C:10]([CH2:13][CH2:14][S:15]([CH3:16])(=[O:17])=[O:18])([c:19]3[cH:20][c:21]([Cl:26])[c:22]([Cl:25])[cH:23][cH:24]3)[CH2:11][CH2:12]2)[cH:27][c:28]([O:32][CH3:33])[c:29]1[O:30][CH3:31].[CH:34]([N:35]([CH:36]([CH3:37])[CH3:38])[CH2:39][CH3:40])([CH3:41])[CH3:42].[Cl:68][c:69]1[cH:70][cH:71][cH:72][cH:73][cH:74]1.[F:43][c:44]1[cH:45][cH:46][c:47]([CH2:48][n:49]2[c:50]([C:58](=[O:59])[CH:60]3[CH2:61][CH2:62][NH:63][CH2:64][CH2:65]3)[n:51][c:52]3[c:53]2[cH:54][cH:55][cH:56][cH:57]3)[cH:66][cH:67]1>>[CH3:1][O:2][c:3]1[cH:4][c:5]([C:6](=[O:7])[N:8]2[CH2:9][C:10]([CH2:13][CH2:14][N:63]3[CH2:62][CH2:61][CH:60]([C:58]([c:50]4[n:49]([CH2:48][c:47]5[cH:46][cH:45][c:44]([F:43])[cH:67][cH:66]5)[c:53]5[c:52]([n:51]4)[cH:57][cH:56][cH:55][cH:54]5)=[O:59])[CH2:65][CH2:64]3)([c:19]3[cH:20][c:21]([Cl:26])[c:22]([Cl:25])[cH:23][cH:24]3)[CH2:11][CH2:12]2)[cH:27][c:28]([O:32][CH3:33])[c:29]1[O:30][CH3:31]. The product is COc1cc(C(=O)N2CCC(CCN3CCC(C(=O)c4nc5ccccc5n4Cc4ccc(F)cc4)CC3)(c3ccc(Cl)c(Cl)c3)C2)cc(OC)c1OC. Starting materials: Cc1cc(C2=NOC(c3cc(Cl)cc(Cl)c3)(C(F)(F)F)C2)ccc1C(=O)Cl, ClCCl, Nc1cccc(Br)n1, c1ccncc1. Yields the product Cc1cc(C2=NOC(c3cc(Cl)cc(Cl)c3)(C(F)(F)F)C2)ccc1C(=O)Nc1cccc(Br)n1. As a reaction SMILES: [Cl:15][c:16]1[cH:17][c:18]([C:23]2([C:38]([F:39])([F:40])[F:41])[CH2:24][C:25]([c:28]3[cH:29][c:30]([CH3:37])[c:31]([C:32](=[O:33])[Cl:34])[cH:35][cH:36]3)=[N:26][O:27]2)[cH:19][c:20]([Cl:22])[cH:21]1.[Cl:42][CH2:43][Cl:44].[NH2:1][c:2]1[n:3][c:4]([Br:8])[cH:5][cH:6][cH:7]1.[cH:9]1[cH:10][cH:11][n:12][cH:13][cH:14]1>>[NH:1]([c:2]1[n:3][c:4]([Br:8])[cH:5][cH:6][cH:7]1)[C:32]([c:31]1[c:30]([CH3:37])[cH:29][c:28]([C:25]2=[N:26][O:27][C:23]([c:18]3[cH:17][c:16]([Cl:15])[cH:21][c:20]([Cl:22])[cH:19]3)([C:38]([F:39])([F:40])[F:41])[CH2:24]2)[cH:36][cH:35]1)=[O:33].